This data is from the Open Reaction Database (ORD), a public repository of structured organic reaction records. The task is: describe an organic reaction: reactants, conditions, products, and yield Reactants: BrC(Br)(Br)Br, ClCCl, CCCCCCCN(CCCCCO)C(=O)Nc1ccc(F)cc1F, c1ccc(P(c2ccccc2)c2ccccc2)cc1. Product: CCCCCCCN(CCCCCBr)C(=O)Nc1ccc(F)cc1F. Reaction SMILES: [C:26]([Br:27])([Br:28])([Br:29])[Br:30].[CH2:50]([Cl:51])[Cl:52].[F:1][c:2]1[c:3]([NH:9][C:10]([N:11]([CH2:12][CH2:13][CH2:14][CH2:15][CH2:16][OH:17])[CH2:18][CH2:19][CH2:20][CH2:21][CH2:22][CH2:23][CH3:24])=[O:25])[cH:4][cH:5][c:6]([F:8])[cH:7]1.[c:31]1([P:32]([c:33]2[cH:34][cH:35][cH:36][cH:37][cH:38]2)[c:39]2[cH:40][cH:41][cH:42][cH:43][cH:44]2)[cH:45][cH:46][cH:47][cH:48][cH:49]1>>[F:1][c:2]1[c:3]([NH:9][C:10]([N:11]([CH2:12][CH2:13][CH2:14][CH2:15][CH2:16][Br:27])[CH2:18][CH2:19][CH2:20][CH2:21][CH2:22][CH2:23][CH3:24])=[O:25])[cH:4][cH:5][c:6]([F:8])[cH:7]1. Reported procedure: Analogously to Example 1, from 3-(4-bromo-phenyl)benzofuran-6-ol and (E)-1,4-dibromo-2-butene via (E)-6-(4-bromo-but-2-enyloxy)-3-(4-bromo-phenyl)-benzofuran and by reaction with N-allyl-methyl-amine there is obtained (E)-allyl-[4-[3-(4-bromo-phenyl)-benzofuran-6-yloxy]-but-2-enyl]-methyl-amine which is converted into the fumarate, MS: m/e 412 (M+H+, 1 Br). As a reaction SMILES: BrC1C=CC(C2C3C=CC(O)=CC=3OC=2)=CC=1.BrC/C=C/CBr.Br[CH2:25]/[CH:26]=[CH:27]/[CH2:28][O:29][C:30]1[CH:45]=[CH:44][C:33]2[C:34]([C:37]3[CH:42]=[CH:41][C:40]([Br:43])=[CH:39][CH:38]=3)=[CH:35][O:36][C:32]=2[CH:31]=1.[CH2:46]([NH:49][CH3:50])[CH:47]=[CH2:48]>>[CH2:46]([N:49]([CH2:25]/[CH:26]=[CH:27]/[CH2:28][O:29][C:30]1[CH:45]=[CH:44][C:33]2[C:34]([C:37]3[CH:42]=[CH:41][C:40]([Br:43])=[CH:39][CH:38]=3)=[CH:35][O:36][C:32]=2[CH:31]=1)[CH3:50])[CH:47]=[CH2:48]. Yields the product C(C=C)N(C)C\C=C\COC1=CC2=C(C(=CO2)C2=CC=C(C=C2)Br)C=C1 ((E)-allyl-[4-[3-(4-bromo-phenyl)-benzofuran-6-yloxy]-but-2-enyl]-methyl-amine). Starting materials: BrC1=CC=C(C=C1)C1=COC2=C1C=CC(=C2)O (3-(4-bromo-phenyl)benzofuran-6-ol), BrC\C=C\CBr ((E)-1,4-dibromo-2-butene), BrC/C=C/COC1=CC2=C(C(=CO2)C2=CC=C(C=C2)Br)C=C1 ((E)-6-(4-bromo-but-2-enyloxy)-3-(4-bromo-phenyl)-benzofuran), C(C=C)NC (N-allyl-methyl-amine). The reactants are CCC1CCCN1, O=C(c1ccc(-c2ccc(C(F)(F)F)cc2)cc1)N1CCCC1CO. Yields the product CCC1CCCN1CC1CCCN1C(=O)c1ccc(-c2ccc(C(F)(F)F)cc2)cc1. Reaction SMILES: [CH2:26]([CH3:27])[CH:28]1[NH:29][CH2:30][CH2:31][CH2:32]1.[OH:1][CH2:2][CH:3]1[N:4]([C:8](=[O:9])[c:10]2[cH:11][cH:12][c:13](-[c:16]3[cH:17][cH:18][c:19]([C:22]([F:23])([F:24])[F:25])[cH:20][cH:21]3)[cH:14][cH:15]2)[CH2:5][CH2:6][CH2:7]1>>[CH2:2]([CH:3]1[N:4]([C:8](=[O:9])[c:10]2[cH:11][cH:12][c:13](-[c:16]3[cH:17][cH:18][c:19]([C:22]([F:23])([F:24])[F:25])[cH:20][cH:21]3)[cH:14][cH:15]2)[CH2:5][CH2:6][CH2:7]1)[N:29]1[CH:28]([CH2:26][CH3:27])[CH2:32][CH2:31][CH2:30]1. Reactants: CSCCl, COCCOC, [I-], [Na+], [Na], OCc1cccc2ccccc12. The product is CSCOCc1cccc2ccccc12. As a reaction SMILES: [CH3:1][S:2][CH2:3][Cl:4].[CH3:20][O:21][CH2:22][CH2:23][O:24][CH3:25].[I-:19].[Na+:18].[Na:5].[c:6]1([CH2:16][OH:17])[cH:7][cH:8][cH:9][c:10]2[cH:11][cH:12][cH:13][cH:14][c:15]12>>[CH3:1][S:2][CH2:3][O:17][CH2:16][c:6]1[cH:7][cH:8][cH:9][c:10]2[cH:11][cH:12][cH:13][cH:14][c:15]12. The reactants are CC(C)(OC(=O)NC1=C(C=C(CO)C=C1)C)C (4-[(1,1-dimethylethoxy)carbonyl]amino-3-methylbenzyl alcohol), 4A. The reagents and catalysts are [O-2].[O-2].[Mn+4] (manganese dioxide). The solvent is ClCCl (dichloromethane). Conditions: time 76 hour. Product: CC(C)(OC(=O)NC1=C(C=C(C=O)C=C1)C)C (4-[[(1,1-dimethylethoxy)carbonyl]amino]-3-methylbenzaldehyde). The yield is 77.5%. Reaction SMILES: [CH3:1][C:2]([CH3:17])([O:4][C:5]([NH:7][C:8]1[CH:15]=[CH:14][C:11]([CH2:12][OH:13])=[CH:10][C:9]=1[CH3:16])=[O:6])[CH3:3]>ClCCl.[O-2].[O-2].[Mn+4]>[CH3:3][C:2]([CH3:17])([O:4][C:5]([NH:7][C:8]1[CH:15]=[CH:14][C:11]([CH:12]=[O:13])=[CH:10][C:9]=1[CH3:16])=[O:6])[CH3:1] |f:2.3.4|. Procedure details: To a solution of 4-[(1,1-dimethylethoxy)carbonyl]amino-3-methylbenzyl alcohol (42.9 mmol, 10.18 g) in dichloromethane (85 mL) was added manganese dioxide (138 mmol, 12 g) and 4A molecular sieves (6 g) at room temperature. The reaction mixture was stirred for 76 h at room temperature and was filtered through a pad of celite washing with dichloromethane. The filtrate was concentrated under reduced pressure and the residue was purified by silica gel chromatography using a Biotage (40m) column to ob... The reactants are NC1=C(C(=NC=N1)N[C@@H](C)C1=NN2C(C(N1C1=CC=CC=C1)=O)=C(C=C2)C)Br ((S)-2-(1-((6-amino-5-bromopyrimidin-4-yl)amino)ethyl)-5-methyl-3-phenylpyrrolo[2,1-f][1,2,4]triazin-4(3H)-one), FC1=C(C=CC(=C1)O)S(=O)(=O)N1C=CC2=C(C=C(C=C12)B(O)O)O ((1-((2-fluoro-4-hydroxyphenyl)sulfonyl)-4-hydroxy-1H-indol-6-yl)boronic acid), aqueous solution, C([O-])([O-])=O.[Cs+].[Cs+] (cesium carbonate). The solvent is O1CCOCC1 (dioxane), C(C)(=O)OCC (ethyl acetate). Reaction conditions: temperature 100 celsius, time 18 hour. Yields the product NC1=C(C(=NC=N1)N[C@@H](C)C1=NN2C(C(N1C1=CC=CC=C1)=O)=C(C=C2)C)C2=CC(=C1C=CN(C1=C2)S(=O)(=O)C2=C(C=C(C=C2)O)F)O ((S)-2-(1-((6-Amino-5-(1-((2-fluoro-4-hydroxyphenyl)sulfonyl)-4-hydroxy-1H-indol-6-yl)pyrimidin-4-yl)amino)ethyl)-5-methyl-3-phenylpyrrolo[2,1-f][1,2,4]triazin-4(3H)-one). Isolated yield 19.0%. As a reaction SMILES: [NH2:1][C:2]1[N:7]=[CH:6][N:5]=[C:4]([NH:8][C@H:9]([C:11]2[N:16]([C:17]3[CH:22]=[CH:21][CH:20]=[CH:19][CH:18]=3)[C:15](=[O:23])[C:14]3=[C:24]([CH3:27])[CH:25]=[CH:26][N:13]3[N:12]=2)[CH3:10])[C:3]=1Br.[F:29][C:30]1[CH:35]=[C:34]([OH:36])[CH:33]=[CH:32][C:31]=1[S:37]([N:40]1[C:48]2[C:43](=[C:44]([OH:52])[CH:45]=[C:46](B(O)O)[CH:47]=2)[CH:42]=[CH:41]1)(=[O:39])=[O:38].C(=O)([O-])[O-].[Cs+].[Cs+]>O1CCOCC1.C(OCC)(=O)C>[NH2:1][C:2]1[N:7]=[CH:6][N:5]=[C:4]([NH:8][C@H:9]([C:11]2[N:16]([C:17]3[CH:22]=[CH:21][CH:20]=[CH:19][CH:18]=3)[C:15](=[O:23])[C:14]3=[C:24]([CH3:27])[CH:25]=[CH:26][N:13]3[N:12]=2)[CH3:10])[C:3]=1[C:46]1[CH:47]=[C:48]2[C:43]([CH:42]=[CH:41][N:40]2[S:37]([C:31]2[CH:32]=[CH:33][C:34]([OH:36])=[CH:35][C:30]=2[F:29])(=[O:38])=[O:39])=[C:44]([OH:52])[CH:45]=1 |f:2.3.4|. Procedure: To a solution of (S)-2-(1-((6-amino-5-bromopyrimidin-4-yl)amino)ethyl)-5-methyl-3-phenylpyrrolo[2,1-f][1,2,4]triazin-4(3H)-one (28 mg, 0.06 mmol) were added (1-((2-fluoro-4-hydroxyphenyl)sulfonyl)-4-hydroxy-1H-indol-6-yl)boronic acid (22 mg, 0.06 mmol), 1,1′-bis(diphenylphosphino)ferrocene-palladium(II)dichloride dichloromethane complex (5 mg, 0.01 mmol) and 63 μl of a 2M aqueous solution of cesium carbonate in dioxane (2 ml). The mixture was stirred under argon atmosphere at 100° C. for 18 hour...